This data is from the Open Reaction Database (ORD), a public repository of structured organic reaction records. The task is: describe an organic reaction: reactants, conditions, products, and yield Reactants: BrC=1C=C(C=CC1)OC (3-bromoanisole), C(C#C)(=O)O (propiolic acid), PdCl2(CH3CN)2, C1(CCCCC1)P(C1=C(C=CC=C1)C1=C(C=C(C=C1C(C)C)S(=O)(=O)[O-])C(C)C)C1CCCCC1.[Na+] (sodium 2′-(dicyclohexyl-phosphanyl)-2,6-diisopropyl-biphenyl-4-sulfonate), C(=O)([O-])[O-].[Cs+].[Cs+] (Cs2CO3). Run in C(C)#N (acetonitrile), O (water). Product: COC(C#CC1=CC(=CC=C1)OC)=O ((3-methoxy-phenyl)-propynoic acid methyl ester). Yield: 925.4%. RXN SMILES: Br[C:2]1[CH:3]=[C:4]([O:8][CH3:9])[CH:5]=[CH:6][CH:7]=1.[C:10]([OH:14])(=[O:13])[C:11]#[CH:12].[CH:15]1(P(C2CCCCC2)C2C=CC=CC=2C2C(C(C)C)=CC(S([O-])(=O)=O)=CC=2C(C)C)CCCCC1.[Na+].C([O-])([O-])=O.[Cs+].[Cs+]>C(#N)C.O>[CH3:15][O:13][C:10](=[O:14])[C:11]#[C:12][C:2]1[CH:7]=[CH:6][CH:5]=[C:4]([O:8][CH3:9])[CH:3]=1 |f:2.3,4.5.6|. Reported procedure: The general procedure described in Example 27 was used with 3-bromoanisole (0.063 mL, 0.50 mmol), propiolic acid (added at 0° C.) (0.050 mL, 0.65 mmol), PdCl2(CH3CN)2 (3.2 mg, 0.0125 mmol, 1.25 mol %), sodium 2′-(dicyclohexyl-phosphanyl)-2,6-diisopropyl-biphenyl-4-sulfonate (20.0 mg, 0.0375 mmol, 3.75 mol %), Cs2CO3 (650 mg, 2.00 mmol), water (1.0 mL), acetonitrile (1.0 mL), 12 h, 60° C. The product was isolated as a colorless oil (66 mg, 69%). 1H NMR (400 MHz, CDCl3) δ: 7.28 (t, 1H, J=7.6 Hz, 8... The reactants are CCOC(C)=O, CN(C)C=O, CC(C)(C)OC(=O)NCc1ncc(-c2nc(N3CCOCC3)c3ncn(CC4CC4)c3n2)cn1, O=C1CCC(=O)N1Cl. Yields the product CC(C)(C)OC(=O)NCc1ncc(-c2nc(N3CCOCC3)c3nc(Cl)n(CC4CC4)c3n2)cn1. RXN SMILES: [CH3:48][CH2:49][O:50][C:51](=[O:52])[CH3:53].[CH3:9][N:10]([CH3:11])[CH:12]=[O:13].[CH:14]1([CH2:17][n:18]2[c:19]3[n:20][c:21](-[c:33]4[cH:34][n:35][c:36]([CH2:39][NH:40][C:41]([O:42][C:43]([CH3:44])([CH3:45])[CH3:46])=[O:47])[n:37][cH:38]4)[n:22][c:23]([N:27]4[CH2:28][CH2:29][O:30][CH2:31][CH2:32]4)[c:24]3[n:25][cH:26]2)[CH2:15][CH2:16]1.[Cl:1][N:2]1[C:3](=[O:4])[CH2:5][CH2:6][C:7]1=[O:8]>>[Cl:1][c:26]1[n:18]([CH2:17][CH:14]2[CH2:15][CH2:16]2)[c:19]2[n:20][c:21](-[c:33]3[cH:34][n:35][c:36]([CH2:39][NH:40][C:41]([O:42][C:43]([CH3:44])([CH3:45])[CH3:46])=[O:47])[n:37][cH:38]3)[n:22][c:23]([N:27]3[CH2:28][CH2:29][O:30][CH2:31][CH2:32]3)[c:24]2[n:25]1. The reactants are FC1=C(C#N)C=C(C=C1)C=O (2-fluoro-5-formylbenzonitrile), C(C)O (ethanol), C(OCC)(OCC)OCC (triethyl orthoformate). The reagents and catalysts are [Cl-].[NH4+] (ammonium chloride). Reaction conditions: temperature 0 celsius, time 8 hour. The product is C(C)OC(C=1C=CC(=C(C#N)C1)F)OCC (5-(Diethoxymethyl)-2-fluorobenzonitrile). The yield is 98.5%. Reaction SMILES: [F:1][C:2]1[CH:9]=[CH:8][C:7](C=O)=[CH:6][C:3]=1[C:4]#[N:5].C(O)C.[CH:15]([O:22][CH2:23][CH3:24])([O:19][CH2:20][CH3:21])OCC>[Cl-].[NH4+]>[CH2:23]([O:22][CH:15]([O:19][CH2:20][CH3:21])[C:7]1[CH:8]=[CH:9][C:2]([F:1])=[C:3]([CH:6]=1)[C:4]#[N:5])[CH3:24] |f:3.4|. Reported procedure: To a stirred solution of 2-fluoro-5-formylbenzonitrile (5.96 g, 40 mmol) in ethanol (5.6 g, 120 mmol) was added ammonium chloride (85.6 mg, 1.6 mmol). After the addition, the mixture was cooled to 0° C. and triethyl orthoformate (6.52 g, 44 mmol) was added dropwise. After the addition, the mixture was stirred at room temperature overnight. The mixture was concentrated, then filtered and the cake washed with ethyl acetate (20 mL×2). The filtrate was concentrate to give the title compound (8.8 g, ... The reactants are C1CCOC1, CO, COC(=O)C12CCC(CO)(CC1)CC2, [Li+], [OH-]. Product: O=C(O)C12CCC(CO)(CC1)CC2. Reaction SMILES: [CH2:17]1[O:18][CH2:19][CH2:20][CH2:21]1.[CH3:22][OH:23].[CH3:3][O:4][C:5](=[O:6])[C:7]12[CH2:8][CH2:9][C:10]([CH2:15][OH:16])([CH2:11][CH2:12]1)[CH2:13][CH2:14]2.[Li+:1].[OH-:2]>>[O:4]=[C:5]([OH:6])[C:7]12[CH2:8][CH2:9][C:10]([CH2:15][OH:16])([CH2:11][CH2:12]1)[CH2:13][CH2:14]2. Reactants: BrC1=C(N)C=CC=C1OC (2-bromo-3-methoxyaniline), SC=1SC2=C(N1)C=CC=C2OC (2-mercapto-7-methoxy-1,3-benzothiazole), ClC=1SC2=C(N1)C=C(C=C2)Cl (2,5-dichloro-1,3-benzothiazole). Run at temperature 120 celsius. The product is ClC=1SC2=C(N1)C=CC=C2OC (2-Chloro-7-methoxy-1,3-benzothiazole). As a reaction SMILES: Br[C:2]1[C:8]([O:9][CH3:10])=[CH:7][CH:6]=[CH:5][C:3]=1[NH2:4].SC1SC2C(OC)=CC=CC=2N=1.[Cl:23][C:24]1[S:25]C2C=CC(Cl)=CC=2N=1>>[Cl:23][C:24]1[S:25][C:2]2[C:8]([O:9][CH3:10])=[CH:7][CH:6]=[CH:5][C:3]=2[N:4]=1. Procedure details: The title compound was prepared from 2-bromo-3-methoxyaniline via 2-mercapto-7-methoxy-1,3-benzothiazole as described for 2,5-dichloro-1,3-benzothiazole except that in the first step the reaction mixture was heated to 120° C. for 10 h.